Dataset: the Open Reaction Database (ORD), a public repository of structured organic reaction records. Task: describe an organic reaction: reactants, conditions, products, and yield The reactants are CN1N=CC(=C1)B1OC(C(O1)(C)C)(C)C (1-methyl-4-(4,4,5,5-tetramethyl-1,3,2-dioxaborolan-2-yl)-1H-pyrazole), BrC1=CC=2N(C=C1)C(=CN2)C(=O)NC2=C1C(=NN(C1=CC=C2)CC2=NN(C=C2)CC)CC (7-bromo-N-(3-ethyl-1-((1-ethyl-1H-pyrazol-3-yl)methyl)-1H-indazol-4-yl)imidazo[1,2-a]pyridine-3-carboxamide), C([O-])([O-])=O.[K+].[K+] (potassium carbonate), crude product, O.CN(C)C=O.CC#N (water DMF CH3CN). Reagents/catalysts: C=1C=CC(=CC1)[P](C=2C=CC=CC2)(C=3C=CC=CC3)[Pd]([P](C=4C=CC=CC4)(C=5C=CC=CC5)C=6C=CC=CC6)([P](C=7C=CC=CC7)(C=8C=CC=CC8)C=9C=CC=CC9)[P](C=1C=CC=CC1)(C=1C=CC=CC1)C=1C=CC=CC1 (Pd(PPh3)4). The solvent is CO.C(Cl)Cl (MeOH DCM), O (water). Reaction conditions: temperature 80 celsius. Yields the product C(C)C1=NN(C2=CC=CC(=C12)NC(=O)C1=CN=C2N1C=CC(=C2)C=2C=NN(C2)C)CC2=NN(C=C2)CC (N-(3-ethyl-1-((1-ethyl-1H-pyrazol-3-yl)methyl)-1H-indazol-4-yl)-7-(1-methyl-1H-pyrazol-4-yl)imidazo[1,2-a]pyridine-3-carboxamide). Yield: 61.2%. Reaction SMILES: [CH3:1][N:2]1[CH:6]=[C:5](B2OC(C)(C)C(C)(C)O2)[CH:4]=[N:3]1.Br[C:17]1[CH:22]=[CH:21][N:20]2[C:23]([C:26]([NH:28][C:29]3[CH:37]=[CH:36][CH:35]=[C:34]4[C:30]=3[C:31]([CH2:46][CH3:47])=[N:32][N:33]4[CH2:38][C:39]3[CH:43]=[CH:42][N:41]([CH2:44][CH3:45])[N:40]=3)=[O:27])=[CH:24][N:25]=[C:19]2[CH:18]=1.C(=O)([O-])[O-].[K+].[K+].O.CN(C=O)C.CC#N>O.CO.C(Cl)Cl.C1C=CC([P]([Pd]([P](C2C=CC=CC=2)(C2C=CC=CC=2)C2C=CC=CC=2)([P](C2C=CC=CC=2)(C2C=CC=CC=2)C2C=CC=CC=2)[P](C2C=CC=CC=2)(C2C=CC=CC=2)C2C=CC=CC=2)(C2C=CC=CC=2)C2C=CC=CC=2)=CC=1>[CH2:46]([C:31]1[C:30]2[C:34](=[CH:35][CH:36]=[CH:37][C:29]=2[NH:28][C:26]([C:23]2[N:20]3[CH:21]=[CH:22][C:17]([C:5]4[CH:4]=[N:3][N:2]([CH3:1])[CH:6]=4)=[CH:18][C:19]3=[N:25][CH:24]=2)=[O:27])[N:33]([CH2:38][C:39]2[CH:43]=[CH:42][N:41]([CH2:44][CH3:45])[N:40]=2)[N:32]=1)[CH3:47] |f:2.3.4,5.6.7,9.10,^1:72,74,93,112|. Procedure details: A dry, 10 mL round bottom flask equipped with a reflux condenser and a nitrogen line was charged with 1-methyl-4-(4,4,5,5-tetramethyl-1,3,2-dioxaborolan-2-yl)-1H-pyrazole (25.4 mg, 0.122 mmol), 7-bromo-N-(3-ethyl-1-((1-ethyl-1H-pyrazol-3-yl)methyl)-1H-indazol-4-yl)imidazo[1,2-a]pyridine-3-carboxamide (50 mg, 0.102 mmol), Pd(PPh3)4 (5.9 mg, 0.005 mmol), and potassium carbonate (70 mg, 0.51 mmol). To the flask was added a water:DMF:CH3CN (1:1:4.5; 0.3:0.3:1.4 mL) mixture, and the reaction mixture ...